This data is from the Open Reaction Database (ORD), a public repository of structured organic reaction records. The task is: describe an organic reaction: reactants, conditions, products, and yield Starting materials: CO, Cl, [K+], [OH-], CS(=O)(=O)c1ccc2c(c1)cc(-c1nccs1)n2S(=O)(=O)c1ccccc1. Product: CS(=O)(=O)c1ccc2[nH]c(-c3nccs3)cc2c1. As a reaction SMILES: [CH3:31][OH:32].[ClH:30].[K+:29].[OH-:28].[c:1]1([S:2](=[O:3])(=[O:4])[n:10]2[c:11](-[c:23]3[s:24][cH:25][cH:26][n:27]3)[cH:12][c:13]3[cH:14][c:15]([S:19](=[O:20])(=[O:21])[CH3:22])[cH:16][cH:17][c:18]23)[cH:5][cH:6][cH:7][cH:8][cH:9]1>>[nH:10]1[c:11](-[c:23]2[s:24][cH:25][cH:26][n:27]2)[cH:12][c:13]2[cH:14][c:15]([S:19](=[O:20])(=[O:21])[CH3:22])[cH:16][cH:17][c:18]12.